Dataset: the Open Reaction Database (ORD), a public repository of structured organic reaction records. Task: describe an organic reaction: reactants, conditions, products, and yield Reactants: Cl.Cl.ClC1=CC2=C(N=C(N2)NC=2NCCN2)C=C1 (2-(5-Choro-2-benzimidazolyl) amino-2-imidazoline dihydrochloride), OO (hydrogen peroxide). The solvent is Cl (hydrochloric acid). Conditions: temperature 80 celsius. Yields the product Cl.ClC1=CC2=C(N=C(N2)NC=2NCCN2)C=C1Cl (2-(5,6-dichlorobenzimidazolyl) amino-2-imidazoline hydrochloride). The yield is 30.0%. Reaction SMILES: [ClH:1].Cl.[Cl:3][C:4]1[CH:18]=[CH:17][C:7]2[N:8]=[C:9]([NH:11][C:12]3[NH:13][CH2:14][CH2:15][N:16]=3)[NH:10][C:6]=2[CH:5]=1.OO>Cl>[ClH:3].[Cl:3][C:4]1[C:18]([Cl:1])=[CH:17][C:7]2[N:8]=[C:9]([NH:11][C:12]3[NH:13][CH2:14][CH2:15][N:16]=3)[NH:10][C:6]=2[CH:5]=1 |f:0.1.2,5.6|. Procedure: 2-(5-Choro-2-benzimidazolyl) amino-2-imidazoline dihydrochloride (3.1g, 0.01 mol) in concentrated hydrochloric acid (25 ml) was treated with hydrogen peroxide (10%, 3.4ml) then heated to 80°C, maintained at this temperature for 15 minutes and then allowed to cool to room temperature. Recrystalisation of the resulting precipitate from water gave 2-(5,6-dichlorobenzimidazolyl) amino-2-imidazoline hydrochloride (0.46g, 15%) m.p. 279°-281°C. Reactants: C[O-], CN(C)CCOc1ccccc1C#N, CN1CCN(C)C1=O, CC1CCC(C(C)C)C([Si](S[Si](C2CC(C)CCC2C(C)C)(C2CC(C)CCC2C(C)C)C2CC(C)CCC2C(C)C)(C2CC(C)CCC2C(C)C)C2CC(C)CCC2C(C)C)C1, [Na+]. Yields the product CN(C)CCOc1ccccc1C(N)=S. As a reaction SMILES: [CH3:64][O-:65].[CH3:67][N:68]([CH2:69][CH2:70][O:71][c:72]1[c:73]([C:74]#[N:75])[cH:76][cH:77][cH:78][cH:79]1)[CH3:80].[CH3:81][N:82]1[CH2:83][CH2:84][N:85]([CH3:86])[C:87]1=[O:88].[CH:1]1([CH3:2])[CH2:3][CH2:4][CH:5]([CH:6]([CH3:7])[CH3:8])[CH:9]([Si:10]([S:31][Si:11]([CH:12]2[CH:13]([CH:14]([CH3:15])[CH3:16])[CH2:17][CH2:18][CH:19]([CH3:20])[CH2:21]2)([CH:22]2[CH:23]([CH:24]([CH3:25])[CH3:26])[CH2:27][CH2:28][CH:29]([CH3:30])[CH2:32]2)[CH:33]2[CH:34]([CH:35]([CH3:36])[CH3:37])[CH2:38][CH2:39][CH:40]([CH3:41])[CH2:42]2)([CH:43]2[CH:44]([CH:45]([CH3:46])[CH3:47])[CH2:48][CH2:49][CH:50]([CH3:51])[CH2:52]2)[CH:53]2[CH:54]([CH:55]([CH3:56])[CH3:57])[CH2:58][CH2:59][CH:60]([CH3:61])[CH2:62]2)[CH2:63]1.[Na+:66]>>[S:31]=[C:74]([c:73]1[c:72]([O:71][CH2:70][CH2:69][N:68]([CH3:67])[CH3:80])[cH:79][cH:78][cH:77][cH:76]1)[NH2:75]. The reactants are C(C(C)C)(=O)N[C@@H](CSC(C1=CC=CC=C1)(C1=CC=CC=C1)C1=CC=CC=C1)C(=O)NCCSC(C)=O (N-(N-isobutyryl-S-trityl-L-cysteinyl)-S-acetylcysteamine), C(C)(=O)N[C@@H](CS)C(=O)NCCSC(C)=O (N-(N-acetyl-L-cysteinyl)-S-acetylcysteamine), C(Cl)Cl.CCOCC (CH2Cl2 ether). Solvent: C(Cl)(Cl)Cl (CHCl3). The product is C(C(C)C)(=O)N[C@@H](CS)C(=O)NCCSC(C)=O (N-(N-isobutyryl-L-cysteinyl)-S-acetylcysteamine). Yield: 70.0%. As a reaction SMILES: [C:1]([NH:6][C@H:7]([C:29]([NH:31][CH2:32][CH2:33][S:34][C:35](=[O:37])[CH3:36])=[O:30])[CH2:8][S:9]C(C1C=CC=CC=1)(C1C=CC=CC=1)C1C=CC=CC=1)(=[O:5])[CH:2]([CH3:4])[CH3:3].C(N[C@H](C(NCCSC(=O)C)=O)CS)(=O)C.C(Cl)Cl.CCOCC>C(Cl)(Cl)Cl>[C:1]([NH:6][C@H:7]([C:29]([NH:31][CH2:32][CH2:33][S:34][C:35](=[O:37])[CH3:36])=[O:30])[CH2:8][SH:9])(=[O:5])[CH:2]([CH3:3])[CH3:4] |f:2.3|. Reported procedure: This compound is obtained by the S-detritylation of 14 (2.56 mmol). The protocol used is the same as that described in example 1 for the synthesis of I-152. After the various treatments, a gum is collected, which gum is purified by flash chromatography on a silica gel column (eluent: CH2Cl2/ether 30%). I-203 is isolated in the form of white solid with a yield of 70%. Rf CH2Cl2/ether, 5/5): 0.44. M.p.=117-120° C. [α]D20=−36.5° (c 1.04, CHCl3).